Dataset: the Open Reaction Database (ORD), a public repository of structured organic reaction records. Task: describe an organic reaction: reactants, conditions, products, and yield The reactants are C(C)(C)[C@@H](C(=O)O)C\C=C\C[C@@H](C(C)C)C(C1=CC(=C(C=C1)OC)OCCCOC)=O ((2S,7S)-trans-2-isopropyl-7-[4-methoxy-3-(3-methoxypropoxy)-benzoyl]-8-methylnon-4-enoic acid), C(C)[SiH](CC)CC (triethylsilane), B(F)(F)F.CCOCC (boron trifluoride diethyl etherate), O (water). Solvent: ClCCCl (1,2-dichloroethane). Conditions: temperature 33 celsius, time 3 day. Product: C(C)(C)[C@@H](C(=O)O)C\C=C\C[C@@H](C(C)C)CC1=CC(=C(C=C1)OC)OCCCOC ((2S,7R)-trans-2-isopropyl-7-[4-methoxy-3-(3-methoxypropoxy)benzyl]-8-methylnon-4-enoic acid). Yield: 71.9%. Reaction SMILES: [CH:1]([C@H:4]([CH2:8]/[CH:9]=[CH:10]/[CH2:11][C@H:12]([C:16](=O)[C:17]1[CH:22]=[CH:21][C:20]([O:23][CH3:24])=[C:19]([O:25][CH2:26][CH2:27][CH2:28][O:29][CH3:30])[CH:18]=1)[CH:13]([CH3:15])[CH3:14])[C:5]([OH:7])=[O:6])([CH3:3])[CH3:2].C([SiH](CC)CC)C.B(F)(F)F.CCOCC.O>ClCCCl>[CH:1]([C@H:4]([CH2:8]/[CH:9]=[CH:10]/[CH2:11][C@H:12]([CH2:16][C:17]1[CH:22]=[CH:21][C:20]([O:23][CH3:24])=[C:19]([O:25][CH2:26][CH2:27][CH2:28][O:29][CH3:30])[CH:18]=1)[CH:13]([CH3:15])[CH3:14])[C:5]([OH:7])=[O:6])([CH3:2])[CH3:3] |f:2.3|. Procedure details: To a solution of (2S,7S)-trans-2-isopropyl-7-[4-methoxy-3-(3-methoxypropoxy)-benzoyl]-8-methylnon-4-enoic acid (1.4 g; 3.2 mmol) in 1,2-dichloroethane were added triethylsilane (3.7 g; 32 mmol) and boron trifluoride diethyl etherate (2.7 g; 19.2 mmol), and the solution was stirred at 33° C. for 3 days. The reaction mixture was added to water and the aqueous layer was extracted 3× with tert-butyl methyl ether. The organic layer was dried over MgSO4 and concentrated under reduced pressure. The rem... Starting materials: C(C)N(CCCN1N=C(C2=CC(=CC=C12)N)N)CC (1-(3-diethylaminopropyl)-3,5-diaminoindazole), Cl (hydrogen chloride), C(C)OCC (diethyl ether). Solvent: C(C)O (ethyl alcohol). The product is Cl.Cl.Cl.C(C)N(CCCN1N=C(C2=CC(=CC=C12)N)N)CC (1-(3-diethylaminopropyl)-3,5-diaminoindazole trihydrochloride). As a reaction SMILES: [CH2:1]([N:3]([CH2:18][CH3:19])[CH2:4][CH2:5][CH2:6][N:7]1[C:15]2[C:10](=[CH:11][C:12]([NH2:16])=[CH:13][CH:14]=2)[C:9]([NH2:17])=[N:8]1)[CH3:2].[ClH:20].C(OCC)C>C(O)C>[ClH:20].[ClH:20].[ClH:20].[CH2:18]([N:3]([CH2:1][CH3:2])[CH2:4][CH2:5][CH2:6][N:7]1[C:15]2[C:10](=[CH:11][C:12]([NH2:16])=[CH:13][CH:14]=2)[C:9]([NH2:17])=[N:8]1)[CH3:19] |f:4.5.6.7|. Procedure details: In 15 ml of absolute ethyl alcohol was dissolved 0.6 g of 1-(3-diethylaminopropyl)-3,5-diaminoindazole, and into the solution was introduced dried hydrogen chloride gas under cooling with ice. To the solution was added anhydrous diethyl ether to separate crystals. Then the crystals were obtained by filtration and dried to give 1-(3-diethylaminopropyl)-3,5-diaminoindazole trihydrochloride having the following analytical value. Starting materials: ClCCl, O=C(O)c1ccc(-c2cc(F)cc(F)c2)nc1, CCOC(=O)N1CCC(N)CC1, On1nnc2ccccc21. The product is CCOC(=O)N1CCC(NC(=O)c2ccc(-c3cc(F)cc(F)c3)nc2)CC1. Reaction SMILES: [Cl:40][CH2:41][Cl:42].[F:1][c:2]1[cH:3][c:4](-[c:9]2[n:10][cH:11][c:12]([C:13](=[O:14])[OH:15])[cH:16][cH:17]2)[cH:5][c:6]([F:8])[cH:7]1.[NH2:28][CH:29]1[CH2:30][CH2:31][N:32]([C:35](=[O:36])[O:37][CH2:38][CH3:39])[CH2:33][CH2:34]1.[OH:18][n:19]1[c:20]2[c:21]([cH:22][cH:23][cH:24][cH:25]2)[n:26][n:27]1>>[F:1][c:2]1[cH:3][c:4](-[c:9]2[n:10][cH:11][c:12]([C:13](=[O:15])[NH:28][CH:29]3[CH2:30][CH2:31][N:32]([C:35](=[O:36])[O:37][CH2:38][CH3:39])[CH2:33][CH2:34]3)[cH:16][cH:17]2)[cH:5][c:6]([F:8])[cH:7]1. Starting materials: C1(CCCCC1)N=C=NC1CCCCC1 (dicyclohexylcarbodiimide), [N+](=O)([O-])C=1C=C(C=CC(=O)O)C=CC1 (3-nitrocinnamic acid), ON1N=NC2=C1C=CC=C2 (1-hydroxybenzotriazole), COC=1C=C2CCNCC2=CC1OC (1,2,3,4-Tetrahydro-6,7-dimethoxy-isoquinoline). Solvent: CN(C)C=O (DMF). Reaction conditions: time 10 minute. Product: COC=1C=C2CCN(CC2=CC1OC)C(C=CC1=CC(=CC=C1)[N+](=O)[O-])=O (1,2,3,4-Tetrahydro-6,7-dimethoxy-2-[3-(3-nitrophenyl)-1-oxo-2-propenyl]isoquinoline). The yield is 40.9%. RXN SMILES: [N+:1]([C:4]1[CH:5]=[C:6]([CH:12]=[CH:13][CH:14]=1)[CH:7]=[CH:8][C:9]([OH:11])=O)([O-:3])=[O:2].ON1C2C=CC=CC=2N=N1.[CH3:25][O:26][C:27]1[CH:28]=[C:29]2[C:34](=[CH:35][C:36]=1[O:37][CH3:38])[CH2:33][NH:32][CH2:31][CH2:30]2.C1(N=C=NC2CCCCC2)CCCCC1>CN(C=O)C>[CH3:25][O:26][C:27]1[CH:28]=[C:29]2[C:34](=[CH:35][C:36]=1[O:37][CH3:38])[CH2:33][N:32]([C:9](=[O:11])[CH:8]=[CH:7][C:6]1[CH:12]=[CH:13][CH:14]=[C:4]([N+:1]([O-:3])=[O:2])[CH:5]=1)[CH2:31][CH2:30]2. Procedure: A mixture of 3-nitrocinnamic acid (10 g) and 1-hydroxybenzotriazole (8.2 g) in DMF (100 ml) was stirred at room temperature for 10 min. 1,2,3,4-Tetrahydro-6,7-dimethoxy-isoquinoline (10 g) was then added, followed by dicyclohexylcarbodiimide (10.6 g) and the mixture was stirred at 50° for 48 h and then filtered. The filtrate was concentrated in vacuo, treated with dilute sodium hydroxide and extracted with dichloromethane. The dried organic extract was evaporated and purified by column chromatog... Reactants: C1(=CC=CC=C1)COC=1C=C(C(=O)OC)C=C(C1)O[C@@H]1COCC1 (methyl 3-[(phenylmethyl)oxy]-5-[(3S)-tetrahydrofuran-3-yloxy]benzoate), C1CCOC1 (THF). The reagents and catalysts are [Pd] (Palladium on carbon). Solvent: C(C)O (ethanol). Conditions: time 20 hour. Product: OC=1C=C(C(=O)OC)C=C(C1)O[C@@H]1COCC1 (Methyl 3-hydroxy-5-[(3S)-tetrahydrofuran-3-yloxy]benzoate). Isolated yield 96.6%. As a reaction SMILES: C1(C[O:8][C:9]2[CH:10]=[C:11]([CH:16]=[C:17]([O:19][C@H:20]3[CH2:24][CH2:23][O:22][CH2:21]3)[CH:18]=2)[C:12]([O:14][CH3:15])=[O:13])C=CC=CC=1.C1COCC1>[Pd].C(O)C>[OH:8][C:9]1[CH:10]=[C:11]([CH:16]=[C:17]([O:19][C@H:20]2[CH2:24][CH2:23][O:22][CH2:21]2)[CH:18]=1)[C:12]([O:14][CH3:15])=[O:13]. Reported procedure: 10% Palladium on carbon (1.2 g) was added to a mixture of methyl 3-[(phenylmethyl)oxy]-5-[(3S)-tetrahydrofuran-3-yloxy]benzoate (12 g, 36.54 mmol), in ethanol (80 mL) and THF (80 mL) in an argon filled flask. The flask was evacuated and the atmosphere replaced with hydrogen. The mixture was stirred for 20 hours, filtered through Celite® and the solvent removed in vacuo to give the desired compound as a white solid (8.41 g). Procedure details: A solution of 40 mg of 28a in 1 mL 80% acetic acid was stirred at room temperature for 16 h. Then water was added and the mixture was made alkaline with ammonia. The mixture was extracted with 2×ethyl acetate. The combined organic phases were dried and concentrated. The crude product was purified by preparative HPLC on a reversed phase C18 column to give 8.8 mg of compound 28b. Solvent: C(C)(=O)O (acetic acid). The product is C(C)(C)(C)N1C(C2=C(C(=C3N2CCC=2C=C(C(=CC32)C(CC[C@H](CO)O)=O)OC)C=3SC=CC3)CCCC1)=O ((R)-9-tert-butyl-2-(4,5-dihydroxypentanoyl)-3-methoxy-14-(thiophen-2-yl)-5,6,10,11,12,13-hexahydroazocino[4′,3′:4,5]pyrrolo[2,1-a]isoquinolin-8(9H)-one). Reaction SMILES: [C:1]([N:5]1[CH2:40][CH2:39][CH2:38][CH2:37][C:8]2[C:9]([C:32]3[S:33][CH:34]=[CH:35][CH:36]=3)=[C:10]3[C:19]4[CH:18]=[C:17]([C:20]#[C:21][CH2:22][C@@H:23]5[CH2:27][O:26]C(C)(C)[O:24]5)[C:16]([O:30][CH3:31])=[CH:15][C:14]=4[CH2:13][CH2:12][N:11]3[C:7]=2[C:6]1=[O:41])([CH3:4])([CH3:3])[CH3:2].[OH2:42].N>C(O)(=O)C>[C:1]([N:5]1[CH2:40][CH2:39][CH2:38][CH2:37][C:8]2[C:9]([C:32]3[S:33][CH:34]=[CH:35][CH:36]=3)=[C:10]3[C:19]4[CH:18]=[C:17]([C:20](=[O:42])[CH2:21][CH2:22][C@@H:23]([OH:24])[CH2:27][OH:26])[C:16]([O:30][CH3:31])=[CH:15][C:14]=4[CH2:13][CH2:12][N:11]3[C:7]=2[C:6]1=[O:41])([CH3:4])([CH3:2])[CH3:3]. Reactants: O (water), C(C)(C)(C)N1C(C2=C(C(=C3N2CCC=2C=C(C(=CC32)C#CC[C@H]3OC(OC3)(C)C)OC)C=3SC=CC3)CCCC1)=O ((R)-9-tert-butyl-2-((2,2-dimethyl-1,3-dioxolan-4-yl)prop-1-ynyl)-3-methoxy-14-(thiophen-2-yl)-5,6,10,11,12,13-hexahydroazocino[4′,3′:4,5]pyrrolo[2,1-a]isoquinolin-8(9H)-one), N (ammonia).